describe an organic reaction: reactants, conditions, products, and yield From a dataset of the Open Reaction Database (ORD), a public repository of structured organic reaction records. The reactants are CCOc1cc(C(C)(C)C)ncc1C1=NC(C)(c2ccc(Cl)cc2)C(C)(c2ccc(Cl)cc2)N1C(=O)N1CCC(NC(=O)OC(C)(C)C)C1, CO, O=C(O)C(F)(F)F, O=S(Cl)Cl. The product is CCOc1cc(C(C)(C)C)ncc1C1=NC(C)(c2ccc(Cl)cc2)C(C)(c2ccc(Cl)cc2)N1C(=O)N1CCC(N)C1. As a reaction SMILES: [C:1]([O:2][C:3](=[O:4])[NH:7][CH:8]1[CH2:9][N:10]([C:13](=[O:14])[N:15]2[C:16]([c:36]3[cH:37][n:38][c:39]([C:45]([CH3:46])([CH3:47])[CH3:48])[cH:40][c:41]3[O:42][CH2:43][CH3:44])=[N:17][C:18]([CH3:28])([c:29]3[cH:30][cH:31][c:32]([Cl:35])[cH:33][cH:34]3)[C:19]2([CH3:20])[c:21]2[cH:22][cH:23][c:24]([Cl:27])[cH:25][cH:26]2)[CH2:11][CH2:12]1)([CH3:5])([CH3:6])[CH3:49].[CH3:54][OH:55].[OH:56][C:57]([C:58]([F:59])([F:60])[F:61])=[O:62].[S:50]([Cl:51])([Cl:52])=[O:53]>>[NH2:7][CH:8]1[CH2:9][N:10]([C:13](=[O:14])[N:15]2[C:16]([c:36]3[cH:37][n:38][c:39]([C:45]([CH3:46])([CH3:47])[CH3:48])[cH:40][c:41]3[O:42][CH2:43][CH3:44])=[N:17][C:18]([CH3:28])([c:29]3[cH:30][cH:31][c:32]([Cl:35])[cH:33][cH:34]3)[C:19]2([CH3:20])[c:21]2[cH:22][cH:23][c:24]([Cl:27])[cH:25][cH:26]2)[CH2:11][CH2:12]1. Starting materials: CCBr, CC#N, COc1cccc(-c2nc3ccc(N4CCCNCC4)cc3c(=O)n2CC(=O)NC(C)C)c1, Cl, [K+], [K+], O=C([O-])[O-]. Product: CCN1CCCN(c2ccc3nc(-c4cccc(OC)c4)n(CC(=O)NC(C)C)c(=O)c3c2)CC1. RXN SMILES: [CH2:35]([CH3:36])[Br:37].[CH3:44][C:45]#[N:46].[CH:1]([CH3:2])([CH3:3])[NH:4][C:5]([CH2:6][n:7]1[c:8](-[c:25]2[cH:26][c:27]([O:31][CH3:32])[cH:28][cH:29][cH:30]2)[n:9][c:10]2[cH:11][cH:12][c:13]([N:18]3[CH2:19][CH2:20][NH:21][CH2:22][CH2:23][CH2:24]3)[cH:14][c:15]2[c:16]1=[O:17])=[O:33].[ClH:34].[K+:38].[K+:39].[O-:40][C:41]([O-:42])=[O:43]>>[CH:1]([CH3:2])([CH3:3])[NH:4][C:5]([CH2:6][n:7]1[c:8](-[c:25]2[cH:26][c:27]([O:31][CH3:32])[cH:28][cH:29][cH:30]2)[n:9][c:10]2[cH:11][cH:12][c:13]([N:18]3[CH2:19][CH2:20][N:21]([CH2:35][CH3:36])[CH2:22][CH2:23][CH2:24]3)[cH:14][c:15]2[c:16]1=[O:17])=[O:33].